describe an organic reaction: reactants, conditions, products, and yield From a dataset of the Open Reaction Database (ORD), a public repository of structured organic reaction records. Starting materials: N1=CC=CC=C1 (pyridine), FC(C(=O)O)(F)F (trifluoroacetic acid), Cl[Si](C)(C)C (chlorotrimethylsilane), C(C1=CC=CC=C1)OC(C[C@H](C(=O)N[C@@H](C(C)(C)C)C(NC)=O)N1C=C(C=C1)C1=CC=NC=C1)=O (N-(2,2-dimethyl-1(S)-methylcarbamoylpropyl)-3(R)-(3-pyridin-4-yl-1H-pyrrol-1-yl)succinamic acid benzyl ester), D-aspartate β-benzyl ester, CC([C@@H](CO)NC([C@@H](CC(=O)O)N1C=C(C=C1)C1=CC=C(C=C1)C1=CC=NC=C1)=O)(C)C (N-[2,2-Dimethyl-1(S)-(hydroxymethyl)propyl]-3(R)-[3-[4-(pyridin-4-yl)phenyl]-1H-pyrrol-1-yl]succinamic Acid). Run in ClCCCl (1,2-dichloroethane). Run at time 17 hour. The product is Cl.C(C1=CC=CC=C1)OC(C[C@H](C(=O)O)N1C=C(C=C1)C1=CC=C(C=C1)C1=CC=NC=C1)=O (2(R)-[3-[4-(Pyridin-4-yl)phenyl]-1H-pyrrol-1-yl]succinic Acid 4-Benzyl Ester Hydrochloride). Reaction SMILES: [CH2:1]([O:8][C:9](=[O:35])[CH2:10][C@@H:11]([N:24]1[CH:28]=[CH:27][C:26]([C:29]2[CH:34]=[CH:33]N=[CH:31][CH:30]=2)=[CH:25]1)[C:12](N[C@H](C(=O)NC)C(C)(C)C)=[O:13])[C:2]1[CH:7]=[CH:6][CH:5]=[CH:4][CH:3]=1.CC(C)(C)[C@H](NC(=O)[C@H](N1C=CC(C2C=C[C:56]([C:59]3[CH:64]=[CH:63][N:62]=[CH:61][CH:60]=3)=CC=2)=C1)CC(O)=O)CO.N1C=CC=CC=1.FC(F)(F)C(O)=[O:77].[Cl:81][Si](C)(C)C>ClCCCl>[ClH:81].[CH2:1]([O:8][C:9](=[O:35])[CH2:10][C@@H:11]([N:24]1[CH:28]=[CH:27][C:26]([C:29]2[CH:34]=[CH:33][C:56]([C:59]3[CH:64]=[CH:63][N:62]=[CH:61][CH:60]=3)=[CH:31][CH:30]=2)=[CH:25]1)[C:12]([OH:77])=[O:13])[C:2]1[CH:7]=[CH:6][CH:5]=[CH:4][CH:3]=1 |f:6.7|. Reported procedure: According to the procedure as described in Example 1(d) for the preparation of N-(2,2-dimethyl-1(S)-methylcarbamoylpropyl)-3(R)-(3-pyridin-4-yl-1H-pyrrol-1-yl)succinamic acid benzyl ester, to a solution of D-aspartate β-benzyl ester (223 mg, 1.00 mmol) and 2,5-dimethoxy-3-(4-(pyridin-4-yl)phenyl)tetrahydrofuran (350 mg, 1.20 mmol; prepared as described in Example 5(a)) in 1,2-dichloroethane was added sequentially pyridine (0.16 mL, 2.0 mmol), trifluoroacetic acid (0.08 mL, 1 mnol), and chlorotri... Reactants: C(CCC)[Li] (n-Butyl lithium), solution, C1(=CC=CC=C1)C1(OC2=C(C=CC=C2)O1)C1=CC=CC=C1 (diphenylmethylenedioxybenzene), CCCCCC (hexane), solvent, B(F)(F)F.CCOCC (Boron trifluoride etherate), C(Cl)[C@@H]1CO1 ((S)-(+)-epichlorohydrin). Run in C1CCOC1 (THF), C1CCOC1 (THF). Reaction conditions: temperature -78 celsius, time 1.5 hour. Product: ClC[C@H](CC1=C(C(=C2C(=C1)OCO2)C2=CC=CC=C2)C2=CC=CC=C2)O ((2S )-3-chloro-1-(2,3-diphenylmethylenedioxyphenyl)-2-propanol). Yield: 58.0%. Reaction SMILES: [CH2:1]([Li])[CH2:2][CH2:3][CH3:4].C1([C:12]2(C3C=CC=CC=3)[O:20][C:15]3[CH:16]=[CH:17][CH:18]=[CH:19][C:14]=3[O:13]2)C=CC=CC=1.[CH2:27]([C@H:29]1[O:31][CH2:30]1)[Cl:28].B(F)(F)F.[CH3:36][CH2:37]OCC.[CH3:41][CH2:42][CH2:43][CH2:44][CH2:45][CH3:46]>C1COCC1>[Cl:28][CH2:27][C@@H:29]([OH:31])[CH2:30][C:17]1[CH:16]=[C:15]2[O:20][CH2:12][O:13][C:14]2=[C:19]([C:1]2[CH:37]=[CH:36][CH:4]=[CH:3][CH:2]=2)[C:18]=1[C:43]1[CH:42]=[CH:41][CH:46]=[CH:45][CH:44]=1 |f:3.4|. Procedure: n-Butyl lithium (2.3 mL of a 9.5M solution in hexane, 22 mmol) was added dropwise to a solution of 5.47 g of diphenylmethylenedioxybenzene (from step 1) in 75 mL of THF at 0° C. After 5 hr the solution was cooled to -78° C., and a solution of 1.85 g (20 mmol) of (S)-(+)-epichlorohydrin (Aldrich Chemical Co.) in 10 mL of THF was added. Boron trifluoride etherate (2.4 mL, 20 mmol) was then added dropwise, and the reaction was stirred for 1.5 hr. The reaction was quenched by addition of 50 mL of sa... Reactants: C(C)(C)(C)OC(=O)N(C1=C(C=CC(=C1)OCC1=CC=C(C=C1)OC)NC(COC=1C=C(C(=O)OC)C=CC1)=O)C (Methyl 3-[2-({2-[(tert-butoxycarbonyl)(methyl)amino]-4-[(4-methoxybenzyl)oxy]phenyl}amino)-2-oxoethoxy]benzoate), Cl.O1CCOCC1 (hydrochloric acid 1,4-dioxane). Solvent: O1CCOCC1 (1,4-dioxane). Yields the product Cl (hydrochloride), OC=1C=CC2=C(N(C(=N2)COC=2C=C(C(=O)OC)C=CC2)C)C1 (Methyl 3-[(6-hydroxy-1-methyl-1H-benzimidazol-2-yl)methoxy]benzoate). As a reaction SMILES: C(O[C:6]([N:8](C)[C:9]1[CH:14]=[C:13]([O:15]CC2C=CC(OC)=CC=2)[CH:12]=[CH:11][C:10]=1[NH:25][C:26](=O)[CH2:27][O:28][C:29]1[CH:30]=[C:31]([CH:36]=[CH:37][CH:38]=1)[C:32]([O:34][CH3:35])=[O:33])=O)(C)(C)C.[ClH:41].O1CCOCC1>O1CCOCC1>[ClH:41].[OH:15][C:13]1[CH:12]=[CH:11][C:10]2[N:25]=[C:26]([CH2:27][O:28][C:29]3[CH:30]=[C:31]([CH:36]=[CH:37][CH:38]=3)[C:32]([O:34][CH3:35])=[O:33])[N:8]([CH3:6])[C:9]=2[CH:14]=1 |f:1.2|. Reported procedure: Methyl 3-[2-({2-[(tert-butoxycarbonyl)(methyl)amino]-4-[(4-methoxybenzyl)oxy]phenyl}amino)-2-oxoethoxy]benzoate produced in Example (1d) (296 g, 538 mmol), a 4 M hydrochloric acid/1,4-dioxane solution (500 mL) and 1,4-dioxane (500 mL) was stirred at 60° C. for two hours. After leaving to cool, the precipitated solid was collected by filtration to obtain a hydrochloride of the title compound as a gray solid. The reactants are C(CCC)P(C12CC3CC(CC(C1)C3)C2)C23CC1CC(CC(C2)C1)C3 (butyldiadamantylphosphine), BrC1=CC(=CC(=N1)NC1=NC=CC(=C1)C(F)(F)F)C (6-bromo-4-methyl-N-[4-(trifluoromethyl)pyridin-2-yl]pyridin-2-amine), S1C=NC=C1 (thiazole), C([O-])([O-])=O.[K+].[K+] (potassium carbonate), C(C(C)(C)C)(=O)O (pivalic acid). Reagents/catalysts: [CH2-]C=C.[CH2-]C=C.Cl[Pd+].Cl[Pd+] (allylpalladium(II) chloride dimer). Solvent: CC(=O)N(C)C (dimethylacetamide), CC(=O)N(C)C (dimethylacetamide). Conditions: time 10 minute. The product is CC1=CC(=NC(=C1)C1=CN=CS1)NC1=NC=CC(=C1)C(F)(F)F (4-methyl-6-(1,3-thiazol-5-yl)-N-[4-(trifluoromethyl)pyridin-2-yl]pyridin-2-amine). Yield: 43.2%. As a reaction SMILES: C(P(C12CC3CC(CC(C3)C1)C2)C12CC3CC(CC(C3)C1)C2)CCC.Br[C:27]1[N:32]=[C:31]([NH:33][C:34]2[CH:39]=[C:38]([C:40]([F:43])([F:42])[F:41])[CH:37]=[CH:36][N:35]=2)[CH:30]=[C:29]([CH3:44])[CH:28]=1.[S:45]1[CH:49]=[CH:48][N:47]=[CH:46]1.C(=O)([O-])[O-].[K+].[K+].C(O)(=O)C(C)(C)C>CC(N(C)C)=O.[CH2-]C=C.[CH2-]C=C.Cl[Pd+].Cl[Pd+]>[CH3:44][C:29]1[CH:28]=[C:27]([C:49]2[S:45][CH:46]=[N:47][CH:48]=2)[N:32]=[C:31]([NH:33][C:34]2[CH:39]=[C:38]([C:40]([F:43])([F:42])[F:41])[CH:37]=[CH:36][N:35]=2)[CH:30]=1 |f:3.4.5,8.9.10.11|. Procedure: In a dry flask, allylpalladium(II) chloride dimer (1.333 g, 3.64 mmol) and butyldiadamantylphosphine (5.23 g, 14.57 mmol) were taken-up in degassed dimethylacetamide (50 mL). The vessel was evacuated and backfilled with argon (3 times), and then stirred at rt for 10 minutes. Additional degassed dimethylacetamide (50 mL), 6-bromo-4-methyl-N-[4-(trifluoromethyl)pyridin-2-yl]pyridin-2-amine (12.1 g, 36.4 mmol), thiazole (10.36 mL, 146 mmol), potassium carbonate (15.11 g, 109 mmol), and pivalic acid...